Dataset: the Open Reaction Database (ORD), a public repository of structured organic reaction records. Task: describe an organic reaction: reactants, conditions, products, and yield The reactants are OC(CN1C(N2C(CN(CC2)C(=O)OC(C)(C)C)C1)=O)(C)C (tert-Butyl 2-(2-hydroxy-2-methyl-propyl)-3-oxo-5,6,8,8a-tetrahydro-1H-imidazo[1,5-a]pyrazine-7-carboxylate), C(=O)(C(F)(F)F)O (TFA). Solvent: C(Cl)Cl (CH2Cl2). Reaction conditions: time 1 hour. Yields the product OC(CN1C(N2C(CNCC2)C1)=O)(C)C (2-(2-hydroxy-2-methyl-propyl)-1,5,6,7,8,8a-hexahydroimidazo[1,5-a]pyrazin-3-one). As a reaction SMILES: [OH:1][C:2]([CH3:22])([CH3:21])[CH2:3][N:4]1[CH2:19][CH:7]2[CH2:8][N:9](C(OC(C)(C)C)=O)[CH2:10][CH2:11][N:6]2[C:5]1=[O:20].C(O)(C(F)(F)F)=O>C(Cl)Cl>[OH:1][C:2]([CH3:22])([CH3:21])[CH2:3][N:4]1[CH2:19][CH:7]2[CH2:8][NH:9][CH2:10][CH2:11][N:6]2[C:5]1=[O:20]. Procedure details: tert-Butyl 2-(2-hydroxy-2-methyl-propyl)-3-oxo-5,6,8,8a-tetrahydro-1H-imidazo[1,5-a]pyrazine-7-carboxylate (compound 106-C-1) (1 mmol) was dissolved in CH2Cl2 (3 mL) followed by the slow addition of TFA (1 mL) at 0° C. After the reaction mixture was stirred at rt for 1 hour, the solvent was removed in vacuum to give the crude product 106-C, which was used directly in the next step. Reactants: COC(=O)C(Cc1ccc(OCCc2nc(-c3ccccc3)oc2C)cc1)C(=O)OC, CN, CO, C1CCOC1. Yields the product CNC(=O)C(Cc1ccc(OCCc2nc(-c3ccccc3)oc2C)cc1)C(=O)OC. Reaction SMILES: [CH3:1][c:2]1[c:3]([CH2:13][CH2:14][O:15][c:16]2[cH:17][cH:18][c:19]([CH2:20][CH:21]([C:22](=[O:23])[O:24][CH3:25])[C:26]([O:28][CH3:27])=[O:29])[cH:30][cH:31]2)[n:4][c:5](-[c:7]2[cH:8][cH:9][cH:10][cH:11][cH:12]2)[o:6]1.[CH3:32][NH2:33].[CH3:39][OH:40].[O:34]1[CH2:35][CH2:36][CH2:37][CH2:38]1>>[CH3:1][c:2]1[c:3]([CH2:13][CH2:14][O:15][c:16]2[cH:17][cH:18][c:19]([CH2:20][CH:21]([C:22](=[O:23])[O:24][CH3:25])[C:26](=[O:28])[NH:33][CH3:32])[cH:30][cH:31]2)[n:4][c:5](-[c:7]2[cH:8][cH:9][cH:10][cH:11][cH:12]2)[o:6]1. Reactants: C(C)[SiH](CC)CC (triethylsilane), OC1C(CC(N1C1=NC=C(C=C1)I)=O)(C)C ((5-RS)-5-hydroxy-1-(5-iodo-pyridin-2-yl)-4,4-dimethyl-pyrrolidin-2-one), FC(C(=O)O)(F)F (trifluoroacetic acid), FC(C(=O)OC(C(F)(F)F)=O)(F)F (trifluoroacetic anhydride). Solvent: C(Cl)Cl (CH2Cl2). Run at temperature 22.5 celsius, time 1 hour. Product: IC=1C=CC(=NC1)N1C(CC(C1)(C)C)=O (1-(5-iodopyridin-2-yl)-4,4-dimethylpyrrolidin-2-one). Isolated yield 79.8%. RXN SMILES: O[CH:2]1[N:6]([C:7]2[CH:12]=[CH:11][C:10]([I:13])=[CH:9][N:8]=2)[C:5](=[O:14])[CH2:4][C:3]1([CH3:16])[CH3:15].FC(F)(F)C(OC(=O)C(F)(F)F)=O.FC(F)(F)C(O)=O.C([SiH](CC)CC)C>C(Cl)Cl>[I:13][C:10]1[CH:11]=[CH:12][C:7]([N:6]2[CH2:2][C:3]([CH3:15])([CH3:16])[CH2:4][C:5]2=[O:14])=[N:8][CH:9]=1. Procedure: (275 mg, 828 μmol) (5RS)-5-Hydroxy-1-(5-iodopyridin-2-yl)-4,4-dimethylpyrrolidin-2-one (Example 13, step 2) was dissolved in CH2Cl2 (2 ml) and trifluoroacetic anhydride (140 μl, 994 μmol, 1.2 equiv.) was added at room temperature. The mixture was stirred for 1 hr at 20-25° C. The solution was evaporated to dryness and the residue was dissolved in trifluoroacetic acid (957 μl, 12.4 mmol, 15 equiv.) and triethylsilane (159 μl, 994 μmol, 1.2 equiv.) was added at room temperature. The mixture was st... Reactants: ClCC#CCCl (1,4-dichlorobut-2-yne), C1(=CC=CC=C1)O (phenol), [OH-].[K+] (potassium hydroxide), O (water). Solvent: C(C)O (ethanol), C(C)O (ethanol). Conditions: temperature 30 celsius. The product is ClCC#CCOC1=CC=CC=C1 (1-chloro-4-phenoxybut-2-yne). Yield: 53.8%. Reaction SMILES: [C:1]1([OH:7])[CH:6]=[CH:5][CH:4]=[CH:3][CH:2]=1.[OH-].[K+].O.[Cl:11][CH2:12][C:13]#[C:14][CH2:15]Cl>C(O)C>[Cl:11][CH2:12][C:13]#[C:14][CH2:15][O:7][C:1]1[CH:6]=[CH:5][CH:4]=[CH:3][CH:2]=1 |f:1.2|. Procedure: A mixture of phenol (50.8 g), potassium hydroxide (30 g), ethanol (200 ml) and water (50 ml) was stirred and heated under reflux for 1 hour, then cooled to 30° C. A solution of 1,4-dichlorobut-2-yne (100 g) in ethanol (60 ml) was added dropwise over 3.5 hours, then the mixture was stirred at ambient temperature for 18 hours and filtered. The filter cake was washed with ethanol (60 ml), and the filtrate and washings were combined. The solvents were removed in vacuo, and the residue was distilled ... The reactants are C(C)OC=1C(=CC(=C(C=O)C1)F)O (5-ethoxy-2-fluoro-4-hydroxy-benzaldehyde), C1(OCCO1)=O (Ethylene carbonate). The reagents and catalysts are [I-].C(CCC)[N+](CCCC)(CCCC)CCCC (tetrabutylammonium iodide). Run in C1(=CC=CC=C1)C (toluene). The product is C(C)OC=1C(=CC(=C(C=O)C1)F)OCCO (5-ethoxy-2-fluoro-4-(2-hydroxy-ethoxy)-benzaldehyde). Isolated yield 90.8%. Reaction SMILES: [CH2:1]([O:3][C:4]1[C:5]([OH:13])=[CH:6][C:7]([F:12])=[C:8]([CH:11]=1)[CH:9]=[O:10])[CH3:2].C1(=O)O[CH2:17][CH2:16][O:15]1>C1(C)C=CC=CC=1.[I-].C([N+](CCCC)(CCCC)CCCC)CCC>[CH2:1]([O:3][C:4]1[C:5]([O:13][CH2:17][CH2:16][OH:15])=[CH:6][C:7]([F:12])=[C:8]([CH:11]=1)[CH:9]=[O:10])[CH3:2] |f:3.4|. Procedure details: The 5-ethoxy-2-fluoro-4-hydroxy-benzaldehyde (9.15 g) described in example 1.3 was dissolved in toluene (80 ml). Ethylene carbonate (5.25 g) and tetrabutylammonium iodide (1.83 g) were added and the mixture was heated to reflux for 22 h. The mixture was cooled to room temperature and filtered over a plug of silica gel. The product was eluted with hexane/ethyl acetate. The solvent was evaporated and the solid was washed with hot hexane to give 10.3 g of 5-ethoxy-2-fluoro-4-(2-hydroxy-ethoxy)-benz... Starting materials: CC(=O)c1ccc2sc3ccccc3c2c1, [O-]Cl, Cl, [Na+], [Na+], C1COCCO1, [OH-]. The product is O=C(O)c1ccc2sc3ccccc3c2c1. RXN SMILES: [C:1]([CH3:2])(=[O:3])[c:4]1[cH:5][c:6]2[c:7]([s:8][c:9]3[c:10]2[cH:11][cH:12][cH:13][cH:14]3)[cH:15][cH:16]1.[Cl:17][O-:18].[ClH:22].[Na+:19].[Na+:21].[O:23]1[CH2:24][CH2:25][O:26][CH2:27][CH2:28]1.[OH-:20]>>[C:1]([OH:3])([c:4]1[cH:5][c:6]2[c:7]([s:8][c:9]3[c:10]2[cH:11][cH:12][cH:13][cH:14]3)[cH:15][cH:16]1)=[O:18]. The reactants are C(C1=CC=CC=C1)OC1=CC=C2[C@@H]([C@@H](COC2=C1)C1=CC=CC=C1)C1=CC=C(C=C1)O ((+,-) cis 7-Benzyloxy-4-(4-hydroxy-phenyl)-3-phenyl-chroman), BrCCCCCCCCCCBr (1,10-Dibromodecane). The product is C(C1=CC=CC=C1)OC1=CC=C2C(C(COC2=C1)C1=CC=CC=C1)C1=CC=C(C=C1)OCCCCCCCCCCBr (7-Benzyloxy-4-[4-(10-bromodecyloxy)-phenyl]-3-phenyl-chroman). As a reaction SMILES: [CH2:1]([O:8][C:9]1[CH:18]=[C:17]2[C:12]([C@H:13]([C:25]3[CH:30]=[CH:29][C:28]([OH:31])=[CH:27][CH:26]=3)[C@H:14]([C:19]3[CH:24]=[CH:23][CH:22]=[CH:21][CH:20]=3)[CH2:15][O:16]2)=[CH:11][CH:10]=1)[C:2]1[CH:7]=[CH:6][CH:5]=[CH:4][CH:3]=1.[Br:32][CH2:33][CH2:34][CH2:35][CH2:36][CH2:37][CH2:38][CH2:39][CH2:40][CH2:41][CH2:42]Br>>[CH2:1]([O:8][C:9]1[CH:18]=[C:17]2[C:12]([CH:13]([C:25]3[CH:26]=[CH:27][C:28]([O:31][CH2:42][CH2:41][CH2:40][CH2:39][CH2:38][CH2:37][CH2:36][CH2:35][CH2:34][CH2:33][Br:32])=[CH:29][CH:30]=3)[CH:14]([C:19]3[CH:24]=[CH:23][CH:22]=[CH:21][CH:20]=3)[CH2:15][O:16]2)=[CH:11][CH:10]=1)[C:2]1[CH:3]=[CH:4][CH:5]=[CH:6][CH:7]=1. Procedure details: From (+,-) cis 7-Benzyloxy-4-(4-hydroxy-phenyl)-3-phenyl-chroman (2 g, 4.9 mmol) and 1,10-Dibromodecane (7.4 g, 24.5 mmol). The product was purified by flash chromatography using petrol ether-ethyl acetate-toluene-methylene chloride 10+0.5+0.5+0.1 as eluent.